Dataset: the Open Reaction Database (ORD), a public repository of structured organic reaction records. Task: describe an organic reaction: reactants, conditions, products, and yield Reported procedure: The product from Example 15.2 was converted to 4-{2-[2-(3,4-Dichloro-benzylcarbamoyl)-3-hydroxy-4-oxo-4H-benzo[4,5]imidazo[1,2-a]pyrimidin-10-yl]-ethyl}-piperazine-1-carboxylic acid tert-butyl ester following a procedure adapted from Example 6. The product is C(C)(C)(C)OC(=O)N1CCN(CC1)CCN1C=2N(C(C(=C1C(NCC1=CC(=C(C=C1)Cl)Cl)=O)O)=O)C1=C(N2)C=CC=C1 (4-{2-[2-(3,4-Dichloro-benzylcarbamoyl)-3-hydroxy-4-oxo-4H-benzo[4,5]imidazo[1,2-a]pyrimidin-1-yl]-ethyl}-piperazine-1-carboxylic acid tert-butyl ester). Reaction SMILES: COC(C1N=C2N([CH2:19][CH2:20][N:21]3[CH2:26][CH2:25][N:24]([C:27]([O:29][C:30]([CH3:33])([CH3:32])[CH3:31])=[O:28])[CH2:23][CH2:22]3)C3C=CC=CC=3N2C(=O)C=1OC(=O)C)=O.C(OC(N1CCN(CC[N:53]2[C:57]3=[N:58][C:59]([C:64](=[O:75])[NH:65][CH2:66][C:67]4[CH:72]=[CH:71][C:70]([Cl:73])=[C:69]([Cl:74])[CH:68]=4)=[C:60]([OH:63])[C:61](=[O:62])[N:56]3[C:55]3[CH:76]=[CH:77][CH:78]=[CH:79][C:54]2=3)CC1)=O)(C)(C)C>>[C:30]([O:29][C:27]([N:24]1[CH2:25][CH2:26][N:21]([CH2:20][CH2:19][N:58]2[C:59]([C:64](=[O:75])[NH:65][CH2:66][C:67]3[CH:72]=[CH:71][C:70]([Cl:73])=[C:69]([Cl:74])[CH:68]=3)=[C:60]([OH:63])[C:61](=[O:62])[N:56]3[C:55]4[CH:76]=[CH:77][CH:78]=[CH:79][C:54]=4[N:53]=[C:57]23)[CH2:22][CH2:23]1)=[O:28])([CH3:33])([CH3:32])[CH3:31]. Reactants: COC(=O)C=1N=C2N(C(C1OC(C)=O)=O)C1=C(N2CCN2CCN(CC2)C(=O)OC(C)(C)C)C=CC=C1 (3-Acetoxy-10-[2-(4-tert-butoxycarbonyl-piperazin-1-yl)-ethyl]-4-oxo-4,10-dihydro-benzo[4,5]imidazo[1,2-a]pyrimidine-2-carboxylic acid methyl ester), C(C)(C)(C)OC(=O)N1CCN(CC1)CCN1C2=C(N3C1=NC(=C(C3=O)O)C(NCC3=CC(=C(C=C3)Cl)Cl)=O)C=CC=C2 (4-{2-[2-(3,4-Dichloro-benzylcarbamoyl)-3-hydroxy-4-oxo-4H-benzo[4,5]imidazo[1,2-a]pyrimidin-10-yl]-ethyl}-piperazine-1-carboxylic acid tert-butyl ester).